This data is from the Open Reaction Database (ORD), a public repository of structured organic reaction records. The task is: describe an organic reaction: reactants, conditions, products, and yield Reactants: CC(C)(C)OC(=O)NC(Cc1ccc([N+](=O)[O-])cc1)C(=O)O, CCOCC, CO, C[Si](C)(C)C=[N+]=[N-], CCCCCC. Yields the product COC(=O)C(Cc1ccc([N+](=O)[O-])cc1)NC(=O)OC(C)(C)C. RXN SMILES: [C:1]([CH3:2])([CH3:3])([CH3:4])[O:5][C:6](=[O:7])[NH:8][CH:9]([C:10](=[O:11])[OH:12])[CH2:13][c:14]1[cH:15][cH:16][c:17]([N+:20](=[O:21])[O-:22])[cH:18][cH:19]1.[CH3:23][CH2:24][O:25][CH2:26][CH3:27].[CH3:28][OH:29].[CH3:30][Si:31]([CH:32]=[N+:33]=[N-:34])([CH3:35])[CH3:36].[CH3:37][CH2:38][CH2:39][CH2:40][CH2:41][CH3:42]>>[C:1]([CH3:2])([CH3:3])([CH3:4])[O:5][C:6](=[O:7])[NH:8][CH:9]([C:10]([O:11][CH3:23])=[O:12])[CH2:13][c:14]1[cH:15][cH:16][c:17]([N+:20](=[O:21])[O-:22])[cH:18][cH:19]1. The reactants are COc1ccc(-c2c[nH]cn2)cc1, COC(=O)c1cc(F)c(C(F)(F)F)cc1[N+](=O)[O-], CCOC(C)=O, C1CCOC1, O. The product is COC(=O)c1cc(-n2cnc(-c3ccc(OC)cc3)c2)c(C(F)(F)F)cc1[N+](=O)[O-]. RXN SMILES: [CH3:19][O:20][c:21]1[cH:22][cH:23][c:24](-[c:27]2[n:28][cH:29][nH:30][cH:31]2)[cH:25][cH:26]1.[CH3:1][O:2][C:3]([c:4]1[c:5]([N+:15](=[O:16])[O-:17])[cH:6][c:7]([C:11]([F:12])([F:13])[F:14])[c:8]([F:10])[cH:9]1)=[O:18].[CH3:32][CH2:33][O:34][C:35](=[O:36])[CH3:37].[O:39]1[CH2:40][CH2:41][CH2:42][CH2:43]1.[OH2:38]>>[CH3:1][O:2][C:3]([c:4]1[c:5]([N+:15](=[O:16])[O-:17])[cH:6][c:7]([C:11]([F:12])([F:13])[F:14])[c:8](-[n:30]2[cH:29][n:28][c:27](-[c:24]3[cH:23][cH:22][c:21]([O:20][CH3:19])[cH:26][cH:25]3)[cH:31]2)[cH:9]1)=[O:18]. Reactants: CC1CNCC1NC(=O)OC(C)(C)C, CCOC(=O)c1cc(F)c(F)c(C)c1F, CS(C)=O, C1CCC2=NCCCN2CC1, O=C(O)CC(O)(CC(=O)O)C(=O)O. Product: CCOC(=O)c1cc(F)c(N2CC(C)C(NC(=O)OC(C)(C)C)C2)c(C)c1F. RXN SMILES: [C:1]([CH3:2])([CH3:3])([CH3:4])[O:5][C:6](=[O:7])[NH:8][CH:9]1[CH2:10][NH:11][CH2:12][CH:13]1[CH3:14].[CH3:15][c:16]1[c:17]([F:29])[c:18]([C:19](=[O:20])[O:21][CH2:22][CH3:23])[cH:24][c:25]([F:28])[c:26]1[F:27].[CH3:54][S:55](=[O:56])[CH3:57].[N:30]12[CH2:31][CH2:32][CH2:33][N:34]=[C:35]1[CH2:36][CH2:37][CH2:38][CH2:39][CH2:40]2.[OH:41][C:42]([CH2:43][C:44]([C:45](=[O:46])[OH:47])([CH2:48][C:49](=[O:50])[OH:51])[OH:52])=[O:53]>>[C:1]([CH3:2])([CH3:3])([CH3:4])[O:5][C:6](=[O:7])[NH:8][CH:9]1[CH2:10][N:11]([c:26]2[c:16]([CH3:15])[c:17]([F:29])[c:18]([C:19](=[O:20])[O:21][CH2:22][CH3:23])[cH:24][c:25]2[F:28])[CH2:12][CH:13]1[CH3:14]. Yield: 13.3%. Reported procedure: 3,5-Dichloropyridine (4.4 g, 30 mmol) is dissolved in THF (100 ml), and thereto is added a solution of n-butyl lithium in hexane (19 ml, 30 mmol) at −70° C., and the mixture is stirred for 15 minutes. 1-Bromo-3-methoxymethoxypropane (6.0 g, 33 mmol) is added to the mixture, and the mixture is warmed to 0° C. over a period of time for one hour. The reaction is quenched with a saturated brine (50 ml), and the mixture is extracted with ethyl acetate (150 ml×2). The organic layer is washed with a sa... Conditions: temperature 0 celsius, time 15 minute. Reaction SMILES: [Cl:1][C:2]1[CH:3]=[N:4][CH:5]=[C:6]([Cl:8])[CH:7]=1.C([Li])CCC.CCCCCC.Br[CH2:21][CH2:22][CH2:23][O:24][CH2:25][O:26][CH3:27]>C1COCC1>[Cl:1][C:2]1[CH:3]=[N:4][CH:5]=[C:6]([Cl:8])[C:7]=1[CH2:21][CH2:22][CH2:23][O:24][CH2:25][O:26][CH3:27]. The product is ClC=1C=NC=C(C1CCCOCOC)Cl (1-(3,5-dichloropyridin-4-yl)-3-methoxymethoxypropane). Reactants: BrCCCOCOC (1-Bromo-3-methoxymethoxypropane), C(CCC)[Li] (n-butyl lithium), CCCCCC (hexane), ClC=1C=NC=C(C1)Cl (3,5-Dichloropyridine). Run in C1CCOC1 (THF). Starting materials: C1CCOC1, CCN, ClCc1ccns1. Yields the product CCNCc1ccns1. As a reaction SMILES: [CH2:11]1[O:12][CH2:13][CH2:14][CH2:15]1.[CH3:8][CH2:9][NH2:10].[Cl:1][CH2:2][c:3]1[cH:4][cH:5][n:6][s:7]1>>[CH2:2]([c:3]1[cH:4][cH:5][n:6][s:7]1)[NH:10][CH2:9][CH3:8]. Reactants: C(C1=CC=CC=C1)OC(=O)NC=1C(=C(C=CC1)C1=C(N=C(C=2NC3=CC(=CC=C3C21)Br)C(=O)OCC)C)C (ethyl 4-(3-(((benzyloxy)carbonyl)amino)-2-methylphenyl)-7-bromo-3-methyl-9H-pyrido[3,4-b]indole-1-carboxylate), O.[OH-].[Li+] (lithium hydroxide, monohydrate), O (water). The solvent is O1CCCC1 (tetrahydrofuran), CO (methanol). Conditions: time 4 hour. Yields the product C(C1=CC=CC=C1)OC(=O)NC=1C(=C(C=CC1)C1=C(N=C(C=2NC3=CC(=CC=C3C21)Br)C(=O)O)C)C (4-(3-(((benzyloxy)carbonyl)amino)-2-methylphenyl)-7-bromo-3-methyl-9H-pyrido[3,4-b]indole-1-carboxylic acid). Yield: 84.9%. RXN SMILES: [CH2:1]([O:8][C:9]([NH:11][C:12]1[C:13]([CH3:38])=[C:14]([C:18]2[C:30]3[C:29]4[C:24](=[CH:25][C:26]([Br:31])=[CH:27][CH:28]=4)[NH:23][C:22]=3[C:21]([C:32]([O:34]CC)=[O:33])=[N:20][C:19]=2[CH3:37])[CH:15]=[CH:16][CH:17]=1)=[O:10])[C:2]1[CH:7]=[CH:6][CH:5]=[CH:4][CH:3]=1.O.[OH-].[Li+].O>O1CCCC1.CO>[CH2:1]([O:8][C:9]([NH:11][C:12]1[C:13]([CH3:38])=[C:14]([C:18]2[C:30]3[C:29]4[C:24](=[CH:25][C:26]([Br:31])=[CH:27][CH:28]=4)[NH:23][C:22]=3[C:21]([C:32]([OH:34])=[O:33])=[N:20][C:19]=2[CH3:37])[CH:15]=[CH:16][CH:17]=1)=[O:10])[C:2]1[CH:7]=[CH:6][CH:5]=[CH:4][CH:3]=1 |f:1.2.3|. Reported procedure: A mixture of ethyl 4-(3-(((benzyloxy)carbonyl)amino)-2-methylphenyl)-7-bromo-3-methyl-9H-pyrido[3,4-b]indole-1-carboxylate (1.36 g, 2.38 mmol) and lithium hydroxide, monohydrate (0.399 g, 9.50 mmol) in tetrahydrofuran (30 mL), methanol (10 mL), and water (12 mL) was stirred at room temperature for 4 h. The solvent was removed under reduced pressure, and the residue was suspended in water (˜20 mL) and 1N aqueous hydrochloric acid (9.5 mL). The pH was adjusted to 5 with 1N aqueous sodium hydroxide...